From a dataset of the Open Reaction Database (ORD), a public repository of structured organic reaction records. describe an organic reaction: reactants, conditions, products, and yield Starting materials: CCOC(=O)CNC(=O)c1ccc(-c2noc(-c3cc(C)c(CN(CC)CC)s3)n2)cc1, CO, Cl, [Li+], [OH-]. Product: CCN(CC)Cc1sc(-c2nc(-c3ccc(C(=O)NCC(=O)O)cc3)no2)cc1C. Reaction SMILES: [CH2:1]([CH3:2])[O:3][C:4]([CH2:5][NH:6][C:7]([c:8]1[cH:9][cH:10][c:11](-[c:14]2[n:15][o:16][c:17](-[c:19]3[s:20][c:21]([CH2:25][N:26]([CH2:27][CH3:28])[CH2:29][CH3:30])[c:22]([CH3:24])[cH:23]3)[n:18]2)[cH:12][cH:13]1)=[O:31])=[O:32].[CH3:36][OH:37].[ClH:33].[Li+:35].[OH-:34]>>[O:3]=[C:4]([CH2:5][NH:6][C:7]([c:8]1[cH:9][cH:10][c:11](-[c:14]2[n:15][o:16][c:17](-[c:19]3[s:20][c:21]([CH2:25][N:26]([CH2:27][CH3:28])[CH2:29][CH3:30])[c:22]([CH3:24])[cH:23]3)[n:18]2)[cH:12][cH:13]1)=[O:31])[OH:32]. The reactants are OC1=C(C(C(C2=CC=CC=C12)(CCC(C)C)C)=O)C1=NS(C2=C(N1)C=CC(=C2)O)(=O)=O (4-hydroxy-3-(7-hydroxy-1,1-dioxido-4H-1,2,4-benzothiadiazin-3-yl)-1-methyl-1-(3-methylbutyl)naphthalen-2(1 H)-one), BrCC(=O)N (2-bromoacetamide), C([O-])([O-])=O.[Cs+].[Cs+] (cesium carbonate). The reagents and catalysts are [I-].C(CCC)[N+](CCCC)(CCCC)CCCC (tetrabutylammonium iodide). The solvent is CN(C=O)C (dimethylformamide), C(C)(=O)OCC (ethyl acetate). Yields the product OC1=C(C(C(C2=CC=CC=C12)(CCC(C)C)C)=O)C1=NS(C2=C(N1)C=CC(=C2)OCC(=O)N)(=O)=O (2-({3-[1-hydroxy-4-methyl-4-(3-methylbutyl)-3-oxo-3,4-dihydronaphthalen-2-yl]-1,1-dioxido-4H-1,2,4-benzothiadiazin-7-yl}oxy)acetamide). Yield: 87.7%. RXN SMILES: [OH:1][C:2]1[C:11]2[C:6](=[CH:7][CH:8]=[CH:9][CH:10]=2)[C:5]([CH3:17])([CH2:12][CH2:13][CH:14]([CH3:16])[CH3:15])[C:4](=[O:18])[C:3]=1[C:19]1[NH:24][C:23]2[CH:25]=[CH:26][C:27]([OH:29])=[CH:28][C:22]=2[S:21](=[O:31])(=[O:30])[N:20]=1.Br[CH2:33][C:34]([NH2:36])=[O:35].C(=O)([O-])[O-].[Cs+].[Cs+]>[I-].C([N+](CCCC)(CCCC)CCCC)CCC.CN(C)C=O.C(OCC)(=O)C>[OH:1][C:2]1[C:11]2[C:6](=[CH:7][CH:8]=[CH:9][CH:10]=2)[C:5]([CH3:17])([CH2:12][CH2:13][CH:14]([CH3:15])[CH3:16])[C:4](=[O:18])[C:3]=1[C:19]1[NH:24][C:23]2[CH:25]=[CH:26][C:27]([O:29][CH2:33][C:34]([NH2:36])=[O:35])=[CH:28][C:22]=2[S:21](=[O:30])(=[O:31])[N:20]=1 |f:2.3.4,5.6|. Procedure: A solution of Example 28H (0.100 g, 0.227 mmol), 2-bromoacetamide (0.124 g, 0.681 mmol), cesium carbonate (0.390 g, 1.14 mmol), and tetrabutylammonium iodide (0.011 g, 0.024 mmol) in dimethylformamide (2.5 mL) was stirred at 25° C. for 72 hours. The mixture was diluted with ethyl acetate, washed with water and brine, dried with sodium sulfate, filtered, and concentrated in vacuo to give the free acid (0.099 g). Reactants: BrCC(CCCC(=O)OC)=O (Methyl 6-bromo-5-oxohexanoate), NC(=S)N (thiourea). Solvent: CCO (EtOH). The product is NC=1SC=C(N1)CCCC(=O)OC (Methyl 4-(2-aminothiazol-4-yl)butanoate). As a reaction SMILES: Br[CH2:2][C:3](=O)[CH2:4][CH2:5][CH2:6][C:7]([O:9][CH3:10])=[O:8].[NH2:12][C:13]([NH2:15])=[S:14]>CCO>[NH2:15][C:13]1[S:14][CH:2]=[C:3]([CH2:4][CH2:5][CH2:6][C:7]([O:9][CH3:10])=[O:8])[N:12]=1. Procedure details: Bromide 1-2 (3.45 g, 15.5 mmol) and thiourea (1.4 g, 18 mmol) were combined in 77 mL EtOH and heated to reflux. After disappearance of 1-2, the EtOH was removed by rotary evaporation and the residue was diluted with EtOAc, washed with water and brine, then dried (MgSO4), filtered and concentrated. The pH of the aqueous phase was adjusted to 7, and the solution was re-extracted with EtOAc (2×). These organic extracts were washed with brine, dried (MgSO4), filtered and concentrated, combined with ... The reactants are O=C([O-])O, C, CCOC(=O)C1CN(Cc2ccccc2)CC1C(F)(F)F, O=C(Cl)OCc1ccccc1, CCO, [Na+], [Pd]. The product is CCOC(=O)C1CN(C(=O)OCc2ccccc2)CC1C(F)(F)F. Reaction SMILES: [C:22](=[O:23])([OH:24])[O-:25].[C:41].[CH2:1]([CH3:2])[O:3][C:4](=[O:5])[CH:6]1[CH2:7][N:8]([CH2:15][c:16]2[cH:17][cH:18][cH:19][cH:20][cH:21]2)[CH2:9][CH:10]1[C:11]([F:12])([F:13])[F:14].[CH2:27]([c:28]1[cH:29][cH:30][cH:31][cH:32][cH:33]1)[O:34][C:35](=[O:36])[Cl:37].[CH3:38][CH2:39][OH:40].[Na+:26].[Pd:42]>>[CH2:1]([CH3:2])[O:3][C:4](=[O:5])[CH:6]1[CH2:7][N:8]([C:35]([O:34][CH2:27][c:28]2[cH:29][cH:30][cH:31][cH:32][cH:33]2)=[O:36])[CH2:9][CH:10]1[C:11]([F:12])([F:13])[F:14]. RXN SMILES: [CH3:1][C:2]1[CH:7]=[CH:6][C:5]([C:8]([CH3:10])=[O:9])=[CH:4][CH:3]=1.C1(C)C=CC(S(O)(=O)=O)=CC=1.[CH2:22](O)[CH2:23][OH:24]>C1(C)C=CC=CC=1>[CH3:10][C:8]1([C:5]2[CH:6]=[CH:7][C:2]([CH3:1])=[CH:3][CH:4]=2)[O:24][CH2:23][CH2:22][O:9]1. The product is CC1(OCCO1)C1=CC=C(C=C1)C (2-methyl-2-(4-methylphenyl)-1,3-dioxolane). Procedure details: A mixture of 4-methylacetophenone (1.00 g, 7.45 mmol), p-toluenesulfonic acid (133 mg, 0.745 mmol) and ethylene glycol (1.20 mL, 22.4 mmol) in dry toluene (20 mL) was heated at reflux with a Dean-Stark apparatus under nitrogen for 24 h. The mixture was allowed to cool to room temperature and the solvent was evaporated in vacuo. The residue was taken up in ether (20 mL) and the solution was washed with saturated sodium bicarbonate solution (2×10 mL) and brine (1×10 mL), then dried (Na2SO4) and co... Run in C1(=CC=CC=C1)C (toluene). The yield is 79.1%. The reactants are CC1=CC=C(C=C1)C(=O)C (4-methylacetophenone), C1(=CC=C(C=C1)S(=O)(=O)O)C (p-toluenesulfonic acid), C(CO)O (ethylene glycol).